This data is from the Open Reaction Database (ORD), a public repository of structured organic reaction records. The task is: describe an organic reaction: reactants, conditions, products, and yield Starting materials: OCC1CC1, CCOC(=O)N=NC(=O)OCC, C1CCOC1, O=C1c2ccccc2C(=O)N1O, c1ccc(P(c2ccccc2)c2ccccc2)cc1. The product is O=C1c2ccccc2C(=O)N1OCC1CC1. Reaction SMILES: [CH:13]1([CH2:16][OH:17])[CH2:14][CH2:15]1.[O:37]=[C:38]([O:39][CH2:40][CH3:41])[N:42]=[N:43][C:44]([O:45][CH2:46][CH3:47])=[O:48].[O:49]1[CH2:50][CH2:51][CH2:52][CH2:53]1.[OH:1][N:2]1[C:3](=[O:12])[c:4]2[c:5]([cH:8][cH:9][cH:10][cH:11]2)[C:6]1=[O:7].[c:18]1([P:19]([c:20]2[cH:21][cH:22][cH:23][cH:24][cH:25]2)[c:26]2[cH:27][cH:28][cH:29][cH:30][cH:31]2)[cH:32][cH:33][cH:34][cH:35][cH:36]1>>[O:1]([N:2]1[C:3](=[O:12])[c:4]2[c:5]([cH:8][cH:9][cH:10][cH:11]2)[C:6]1=[O:7])[CH2:16][CH:13]1[CH2:14][CH2:15]1. Starting materials: CC=1C(C(CCC1)(C)C)=O (2,6,6-trimethyl-cyclohex-2-en-1-one), [Al] (aluminium). Run at time 60 hour. The product is CC1C(C(CC=C1)(C)C)=O (2,6,6-Trimethyl-cyclohex-3-en-1-one). The yield is 92.0%. As a reaction SMILES: [CH3:1][C:2]1[C:3](=[O:10])[C:4]([CH3:9])([CH3:8])[CH2:5][CH2:6][CH:7]=1.[Al]>>[CH3:1][CH:2]1[CH:7]=[CH:6][CH2:5][C:4]([CH3:9])([CH3:8])[C:3]1=[O:10]. Procedure details: 150 g of 2,6,6-trimethyl-cyclohex-2-en-1-one and 15 g of aluminium isopropylate were heated at 160° under argon atmosphere until obtention of a clear solution, in a reaction vessel fitted with a fractioning device. The clear mixture was then progressively heated to 190° and kept at this temperature for 60 hours, under vigorous stirring, the formed 2,6,6-trimethyl-cyclohex-3-en-1-one being directly distilled from the reaction mixture. During this period, a further amount of 300 g of starting keto... Reactants: O1C(CCC1)CNC1=C(N)C=C(C=C1)C=1OC2=C(N1)C=CC=C2 (2-(2-(tetrahydrofuran-2-yl)methylaminoanilin-5-yl)benzoxazole), Cl.C(C)(OC)=N (methyl acetimidate hydrochloride), O (water). Solvent: CO (methanol). Yields the product O1C(=NC2=C1C=CC=C2)C2=CC1=C(N(C(=N1)C)CC1OCCC1)C=C2 (5-(benzoxazol-2-yl)-2-methyl-1-(tetrahydrofuran-2-yl)methylbenzimidazole). Isolated yield 127.5%. RXN SMILES: [O:1]1[CH2:5][CH2:4][CH2:3][CH:2]1[CH2:6][NH:7][C:8]1[CH:14]=[CH:13][C:12]([C:15]2[O:16][C:17]3[CH:23]=[CH:22][CH:21]=[CH:20][C:18]=3[N:19]=2)=[CH:11][C:9]=1[NH2:10].Cl.[C:25](=N)(OC)[CH3:26].O>CO>[O:16]1[C:17]2[CH:23]=[CH:22][CH:21]=[CH:20][C:18]=2[N:19]=[C:15]1[C:12]1[CH:13]=[CH:14][C:8]2[N:7]([CH2:6][CH:2]3[CH2:3][CH2:4][CH2:5][O:1]3)[C:25]([CH3:26])=[N:10][C:9]=2[CH:11]=1 |f:1.2|. Reported procedure: To a solution of 2-(tetrahydrofuran-2-yl)methylaminoanilin-5-yl)benzoxazole (see Working Example 95-1) (0.15 g, 0.4 mmol) in methanol (5 mL) was added methyl acetimidate hydrochloride (0.05 mg, 0.4 mmol), and this was heated to reflux for 3 hours. After the reaction solution was cooled, water was added, and the precipitated crystals were filtered, and after being washed with water were dried to yield the title compound (0.17 g, 79% yield) as white crystals. Starting materials: FC(C1=C(N)C=CC=C1)(F)F (2-(trifluoromethyl)aniline), CC(C(=O)OCC)C(C)=O (ethyl 2-methyl-3-oxobutanoate). The product is CC1=NC2=C(C=CC=C2C(=C1C)O)C(F)(F)F (2,3-dimethyl-8-(trifluoromethyl)quinolin-4-ol). As a reaction SMILES: [F:1][C:2]([F:11])([F:10])[C:3]1[CH:9]=[CH:8][CH:7]=[CH:6][C:4]=1[NH2:5].[CH3:12][CH:13]([C:19](=O)[CH3:20])[C:14](OCC)=[O:15]>>[CH3:20][C:19]1[C:13]([CH3:12])=[C:14]([OH:15])[C:6]2[C:4](=[C:3]([C:2]([F:10])([F:11])[F:1])[CH:9]=[CH:8][CH:7]=2)[N:5]=1. Procedure: Prepared according to procedure R using 2-(trifluoromethyl)aniline (1.61 g, 10 mmol) and ethyl 2-methyl-3-oxobutanoate (2.89 g, 20 mmol) in PPA (4 g, 40 mmol). The resulting precipitate was collected by filtration, washed with water, and dried to give 2,3-dimethyl-8-(trifluoromethyl)quinolin-4-ol. Mass Spectrum (ESI) m/e=242 (M+1).